This data is from the Open Reaction Database (ORD), a public repository of structured organic reaction records. The task is: describe an organic reaction: reactants, conditions, products, and yield Reactants: CC(=O)O, Cl[Cu], Cl, Nc1cc(F)cc(I)c1, O=N[O-], [Na+], O=S=O, O. Yields the product NS(=O)(=O)c1cc(F)cc(I)c1. As a reaction SMILES: [CH3:21][C:22](=[O:23])[OH:24].[Cl:19][Cu:20].[ClH:10].[F:1][c:2]1[cH:3][c:4]([NH2:5])[cH:6][c:7]([I:9])[cH:8]1.[N:11]([O-:12])=[O:13].[Na+:14].[O:15]=[S:16]=[O:17].[OH2:18]>>[F:1][c:2]1[cH:3][c:4]([S:16]([NH2:11])(=[O:15])=[O:17])[cH:6][c:7]([I:9])[cH:8]1. Reaction SMILES: [NH2:1][C:2]1[CH:7]=[CH:6][CH:5]=[CH:4][CH:3]=1.[Cl:8][CH:9]=[CH:10][CH2:11]Cl>C(#N)C>[Cl:8][CH:9]=[CH:10][CH2:11][NH:1][C:2]1[CH:7]=[CH:6][CH:5]=[CH:4][CH:3]=1. Reactants: NC1=CC=CC=C1 (aniline), ClC=CCCl (1,3-dichloropropene). Run in C(C)#N (acetonitrile). Procedure details: 1 mole of aniline was dissolved in 200 mL acetonitrile, and 0.7 mole 1,3-dichloropropene was added. The reaction was heated to reflux overnight with mechanical stirring. The reaction was then filtered and concentrated. Upon distillation, N-(3-chloro-2-propenyl)aniline was obtained as a yellow solid. The main distillation cut contained 65% N-(3-chloro-2-propenyl)aniline by weight. Product: ClC=CCNC1=CC=CC=C1 (N-(3-chloro-2-propenyl)aniline). The reactants are O=C(Cl)C(Br)CCBr, ClC(Cl)Cl, [H-], NC1CCCCC1, [Na+], [Na+], [OH-], O. Yields the product O=C1C(Br)CCN1C1CCCCC1. Reaction SMILES: [Br:1][CH:2]([C:3](=[O:4])[Cl:8])[CH2:6][CH2:7][Br:5].[CH:20]([Cl:21])([Cl:22])[Cl:23].[H-:18].[NH2:9][CH:10]1[CH2:11][CH2:12][CH2:13][CH2:14][CH2:15]1.[Na+:17].[Na+:19].[OH-:16].[OH2:24]>>[Br:1][CH:2]1[C:3](=[O:4])[N:9]([CH:10]2[CH2:11][CH2:12][CH2:13][CH2:14][CH2:15]2)[CH2:7][CH2:6]1. Reactants: CCCCS(=O)(=O)NC1Cc2ccc(-c3ccc(=O)n(CC(=O)OCC)n3)cc2C1, CO, [Na+], [OH-]. Yields the product CCCCS(=O)(=O)NC1Cc2ccc(-c3ccc(=O)n(CC(=O)O)n3)cc2C1. As a reaction SMILES: [CH2:3]([CH2:4][CH2:5][CH3:6])[S:7](=[O:8])(=[O:9])[NH:10][CH:11]1[CH2:12][c:13]2[cH:14][cH:15][c:16](-[c:20]3[cH:21][cH:22][c:23](=[O:32])[n:24]([CH2:26][C:27](=[O:28])[O:29][CH2:30][CH3:31])[n:25]3)[cH:17][c:18]2[CH2:19]1.[CH3:33][OH:34].[Na+:2].[OH-:1]>>[CH2:3]([CH2:4][CH2:5][CH3:6])[S:7](=[O:8])(=[O:9])[NH:10][CH:11]1[CH2:12][c:13]2[cH:14][cH:15][c:16](-[c:20]3[cH:21][cH:22][c:23](=[O:32])[n:24]([CH2:26][C:27](=[O:28])[OH:29])[n:25]3)[cH:17][c:18]2[CH2:19]1. Reactants: Cc1noc(C(F)(F)F)c1C(=O)O, NCC1CC2CC2N1C(=O)c1nc(N)sc1-c1cccc(F)c1. The product is Cc1noc(C(F)(F)F)c1C(=O)NCC1CC2CC2N1C(=O)c1nc(N)sc1-c1cccc(F)c1. As a reaction SMILES: [CH3:24][c:25]1[n:26][o:27][c:28]([C:33]([F:34])([F:35])[F:36])[c:29]1[C:30](=[O:31])[OH:32].[NH2:1][c:2]1[s:3][c:4](-[c:17]2[cH:18][c:19]([F:23])[cH:20][cH:21][cH:22]2)[c:5]([C:7](=[O:8])[N:9]2[CH:10]3[CH2:11][CH:12]3[CH2:13][CH:14]2[CH2:15][NH2:16])[n:6]1>>[NH2:1][c:2]1[s:3][c:4](-[c:17]2[cH:18][c:19]([F:23])[cH:20][cH:21][cH:22]2)[c:5]([C:7](=[O:8])[N:9]2[CH:10]3[CH2:11][CH:12]3[CH2:13][CH:14]2[CH2:15][NH:16][C:30]([c:29]2[c:25]([CH3:24])[n:26][o:27][c:28]2[C:33]([F:34])([F:35])[F:36])=[O:31])[n:6]1. Reactants: ClC1=C(C(=CC=C1[N+](=O)[O-])Cl)C=1C(N(C2=CC=NC=C2C1)C)=O (3-(2,6-dichloro-3-nitro-phenyl)-1-methyl-1H-[1,6]naphthyridin-2-one), Sn(II)Cl2. Run in CCOC(=O)C (EtOAc), C(=O)([O-])[O-].[K+].[K+] (K2CO3), CCO (EtOH), Cl (HCl). Conditions: temperature 75 celsius, time 30 minute. The product is NC=1C(=C(C(=CC1)Cl)C=1C(N(C2=CC=NC=C2C1)C)=O)Cl (3-(3-amino-2,6-dichloro-phenyl)-1-methyl-1H-[1,6]naphthyridin-2-one). Isolated yield 93.1%. Reaction SMILES: [Cl:1][C:2]1[C:7]([N+:8]([O-])=O)=[CH:6][CH:5]=[C:4]([Cl:11])[C:3]=1[C:12]1[C:13](=[O:23])[N:14]([CH3:22])[C:15]2[C:20]([CH:21]=1)=[CH:19][N:18]=[CH:17][CH:16]=2>CCO.Cl.CCOC(C)=O.C([O-])([O-])=O.[K+].[K+]>[NH2:8][C:7]1[C:2]([Cl:1])=[C:3]([C:12]2[C:13](=[O:23])[N:14]([CH3:22])[C:15]3[C:20]([CH:21]=2)=[CH:19][N:18]=[CH:17][CH:16]=3)[C:4]([Cl:11])=[CH:5][CH:6]=1 |f:4.5.6|. Procedure details: To a suspended solution of 3-(2,6-dichloro-3-nitro-phenyl)-1-methyl-1H-[1,6]naphthyridin-2-one (1.55 g, 4.427 mmol) in EtOH (12 mL) is added a solution of Sn(II)Cl2 (3.80 g, 19.92 mmol) in HCl (con. 16 mL) at 75° C. After stirring for 30 minutes at 75° C., the mixture is diluted with EtOAc and neutralized with K2CO3 to a pH of 8. The organic layer is washed with saturated K2CO3, brine and dried, filtered and concentrated to give crude product. The crude product is purified by recrystallization w... The reactants are C(C)(C)N (iso-propylamine), ClC=1SC(=C(N1)C(F)(F)F)C(=O)OCC (ethyl 2-chloro-4-trifluoromethyl-5-thiazolecarboxylate). Run in C(C)#N (acetonitrile). The product is CC(C)NC=1SC(=C(N1)C(F)(F)F)C(=O)OCC (Ethyl 2-[(1-methylethyl)amino]-4-(trifluoromethyl)-5-thiazolecarboxylate). Yield: 42.2%. As a reaction SMILES: [CH:1]([NH2:4])([CH3:3])[CH3:2].Cl[C:6]1[S:7][C:8]([C:15]([O:17][CH2:18][CH3:19])=[O:16])=[C:9]([C:11]([F:14])([F:13])[F:12])[N:10]=1>C(#N)C>[CH3:2][CH:1]([NH:4][C:6]1[S:7][C:8]([C:15]([O:17][CH2:18][CH3:19])=[O:16])=[C:9]([C:11]([F:13])([F:12])[F:14])[N:10]=1)[CH3:3]. Procedure details: By the procedure of Example 39, a stirred mixture of 10 ml acetonitrile, 2.28 g (38.6 mmol) of iso-propylamine, and 5 g (19.3 mmol) of ethyl 2-chloro-4-trifluoromethyl-5-thiazolecarboxylate (prepared as described in U.S. Pat. No. 4,199,506), was heated at reflux for 16 hours. The product was separated and then recrystallized in hexane to yield 2.30 g of a beige solid product (m.p.=94°-97° C.) identified in Table 1.